This data is from the Open Reaction Database (ORD), a public repository of structured organic reaction records. The task is: describe an organic reaction: reactants, conditions, products, and yield The reactants are 297, BrC=1C=CC2=C(CCC(O2)CO)C1 (6-bromo-3,4-dihydro-2H-1-benzopyran-2-methanol), [Cu]C#N (copper (I) cyanide), CN(C=O)C (N,N-dimethylformamide), 600, Cl (hydrochloric acid). Reagents/catalysts: [Fe](Cl)Cl (iron chloride). Run in O (water). Product: 112, OCC1OC2=C(CC1)C=C(C=C2)C#N (3,4-dihydro-2-(hydroxymethyl)-2H-1-benzopyran-6-carbonitrile). Isolated yield 49.3%. RXN SMILES: Br[C:2]1[CH:3]=[CH:4][C:5]2[O:10][CH:9]([CH2:11][OH:12])[CH2:8][CH2:7][C:6]=2[CH:13]=1.[Cu][C:15]#[N:16].CN(C)C=O.Cl>[Fe](Cl)Cl.O>[OH:12][CH2:11][CH:9]1[CH2:8][CH2:7][C:6]2[CH:13]=[C:2]([C:15]#[N:16])[CH:3]=[CH:4][C:5]=2[O:10]1. Procedure: A mixture of 297 parts of 6-bromo-3,4-dihydro-2H-1-benzopyran-2-methanol and 108 parts of copper (I) cyanide in 450 parts of N,N-dimethylformamide was stirred and refluxed for 4 hours. The reaction mixture was poured onto a solution of 600 parts of iron chloride in 180 parts of hydrochloric acid and 1000 parts of water. The whole was stirred for 20 minutes at 60° C. The aqueous phase was extracted with methylbenzene. The extract was filtered over Hyflo. The filtrate was washed successively with ... The reactants are COC=1C=NC(=CC1CC)C(C)Cl (3-methoxy-4-ethyl-6-(1-chloroethyl)-pyridine), S(C)(=O)(=O)O.NC1=NC(=NC(=C1)Cl)S (4-amino-6-chloro-2-mercapto-pyrimidine mesylate salt), [H-].[Na+] (sodium hydride). Run in CN(C=O)C (N,N-dimethylformamide), CN(C=O)C (N,N-dimethylformamide), C(C)(=O)OCC (ethyl acetate). Reaction conditions: time 18 hour. Product: NC1=NC(=NC(=C1)Cl)SC(C)C1=NC=C(C(=C1)CC)OC (4-Amino-6-chloro-2-(1-(4-ethyl-5-methoxy-2-pyridyl)ethyl)thio-pyrimidine). Yield: 71.6%. As a reaction SMILES: S(O)(=O)(=O)C.[NH2:6][C:7]1[CH:12]=[C:11]([Cl:13])[N:10]=[C:9]([SH:14])[N:8]=1.[H-].[Na+].[CH3:17][O:18][C:19]1[CH:20]=[N:21][C:22]([CH:27](Cl)[CH3:28])=[CH:23][C:24]=1[CH2:25][CH3:26]>CN(C)C=O.C(OCC)(=O)C>[NH2:6][C:7]1[CH:12]=[C:11]([Cl:13])[N:10]=[C:9]([S:14][CH:27]([C:22]2[CH:23]=[C:24]([CH2:25][CH3:26])[C:19]([O:18][CH3:17])=[CH:20][N:21]=2)[CH3:28])[N:8]=1 |f:0.1,2.3|. Procedure details: A solution of 4-amino-6-chloro-2-mercapto-pyrimidine mesylate salt (290 mg, 1.1 mmol) in 2 mL of N,N-dimethylformamide at 0° C. is treated with 92 mg (60% in oil, 2.3 mmol) of sodium hydride and warmed to room temperature for 1 h. A solution of 3-methoxy-4-ethyl-6-(1-chloroethyl)-pyridine (225 mg, 1.1 mmol) in 2×1 mL of N,N-dimethylformamide is added dropwise to the mixture and the reaction was stirred for 18 h. The reaction is diluted with 50 mL of ethyl acetate, was washed with 4×25 mL of 50% ... Reactants: [N+](=O)(O)[O-] (nitric acid), C(C1=CC=CC=C1)OCCN1C(N(CC1)C1=NN(C=C1)C)=O (1-(2-(benzyloxy)ethyl)-3-(1-methyl-1H-pyrazol-3-yl)imidazolidin-2-one), [OH-].[Na+] (sodium hydroxide). The solvent is O (water), C(C)(=O)OC(C)=O (acetic anhydride), C(C)(=O)OC(C)=O (acetic anhydride). Reaction conditions: time 5 minute. Yields the product C(C1=CC=CC=C1)OCCN1C(N(CC1)C1=NN(C=C1[N+](=O)[O-])C)=O (1-(2-(benzyloxy)ethyl)-3-(1-methyl-4-nitro-1H-pyrazol-3-yl)imidazolidin-2-one). As a reaction SMILES: [N+:1]([O-:4])(O)=[O:2].[CH2:5]([O:12][CH2:13][CH2:14][N:15]1[CH2:19][CH2:18][N:17]([C:20]2[CH:24]=[CH:23][N:22]([CH3:25])[N:21]=2)[C:16]1=[O:26])[C:6]1[CH:11]=[CH:10][CH:9]=[CH:8][CH:7]=1.[OH-].[Na+]>C(OC(=O)C)(=O)C.O>[CH2:5]([O:12][CH2:13][CH2:14][N:15]1[CH2:19][CH2:18][N:17]([C:20]2[C:24]([N+:1]([O-:4])=[O:2])=[CH:23][N:22]([CH3:25])[N:21]=2)[C:16]1=[O:26])[C:6]1[CH:11]=[CH:10][CH:9]=[CH:8][CH:7]=1 |f:2.3|. Procedure details: To acetic anhydride (22 mL) was added fuming nitric acid (2.76 mL) under ice-cooling, and the mixture was stirred for 5 min. The obtained solution was added dropwise to a solution of 1-(2-(benzyloxy)ethyl)-3-(1-methyl-1H-pyrazol-3-yl)imidazolidin-2-one (10 g) in acetic anhydride (44 mL) under ice-cooling, and the mixture was stirred at 0° C. for 30 min. The reaction mixture was diluted with water, and the mixture was neutralized with 8M aqueous sodium hydroxide solution, and extracted with ethyl... Starting materials: Brc1ccc(Br)c2ccccc12, C1CCNC1, CC(C)(C)[O-], Cc1ccccc1, [Na+], O=C(C=Cc1ccccc1)C=Cc1ccccc1, O=C(C=Cc1ccccc1)C=Cc1ccccc1, O=C(C=Cc1ccccc1)C=Cc1ccccc1, [Pd], [Pd]. Yields the product Brc1ccc(N2CCCC2)c2ccccc12. As a reaction SMILES: [Br:1][c:2]1[cH:3][cH:4][c:5]([Br:12])[c:6]2[cH:7][cH:8][cH:9][cH:10][c:11]12.[CH2:13]1[CH2:14][CH2:15][NH:16][CH2:17]1.[CH3:18][C:19]([CH3:20])([O-:21])[CH3:22].[CH3:24][c:25]1[cH:26][cH:27][cH:28][cH:29][cH:30]1.[Na+:23].[O:33]=[C:34]([CH:35]=[CH:36][c:37]1[cH:38][cH:39][cH:40][cH:41][cH:42]1)[CH:43]=[CH:44][c:45]1[cH:46][cH:47][cH:48][cH:49][cH:50]1.[O:51]=[C:52]([CH:53]=[CH:54][c:55]1[cH:56][cH:57][cH:58][cH:59][cH:60]1)[CH:61]=[CH:62][c:63]1[cH:64][cH:65][cH:66][cH:67][cH:68]1.[O:69]=[C:70]([CH:71]=[CH:72][c:73]1[cH:74][cH:75][cH:76][cH:77][cH:78]1)[CH:79]=[CH:80][c:81]1[cH:82][cH:83][cH:84][cH:85][cH:86]1.[Pd:31].[Pd:32]>>[c:2]1([N:16]2[CH2:15][CH2:14][CH2:13][CH2:17]2)[cH:3][cH:4][c:5]([Br:12])[c:6]2[cH:7][cH:8][cH:9][cH:10][c:11]12. Procedure: A solution of 6-ethoxycarbonyl-7-hydroxyiminomethyl-5-(3-nitrophenyl)-5,8-dihydroimidazo[1,2-a]pyrimidine (1.25 g), 0.29 g of sodium acetate and 0.4 ml of acetic anhydride in 15 ml of acetic acid is stirred with heating at 80°-90° C. for 30 minutes. The reaction solution is poured into water and precipitated crystals are collected by filtration. Recrystallization from a mixture of chloroform and ethanol gives 0.5 g of 7-cyano-6-ethoxycarbonyl-5-(3-nitrophenyl)-5,8-dihydroimidazo[1,2-a]pyrimidine... Run in C(C)(=O)O (acetic acid). RXN SMILES: [CH2:1]([O:3][C:4]([C:6]1[CH:11]([C:12]2[CH:17]=[CH:16][CH:15]=[C:14]([N+:18]([O-:20])=[O:19])[CH:13]=2)[N:10]2[CH:21]=[CH:22][N:23]=[C:9]2[NH:8][C:7]=1[CH:24]=[N:25]O)=[O:5])[CH3:2].C([O-])(=O)C.[Na+].C(OC(=O)C)(=O)C.O>C(O)(=O)C>[C:24]([C:7]1[NH:8][C:9]2[N:10]([CH:21]=[CH:22][N:23]=2)[CH:11]([C:12]2[CH:17]=[CH:16][CH:15]=[C:14]([N+:18]([O-:20])=[O:19])[CH:13]=2)[C:6]=1[C:4]([O:3][CH2:1][CH3:2])=[O:5])#[N:25] |f:1.2|. Yield: 42.1%. Starting materials: O (water), C(C)OC(=O)C1=C(NC=2N(C1C1=CC(=CC=C1)[N+](=O)[O-])C=CN2)C=NO (6-ethoxycarbonyl-7-hydroxyiminomethyl-5-(3-nitrophenyl)-5,8-dihydroimidazo[1,2-a]pyrimidine), C(C)(=O)[O-].[Na+] (sodium acetate), C(C)(=O)OC(C)=O (acetic anhydride). Yields the product C(#N)C=1NC=2N(C(C1C(=O)OCC)C1=CC(=CC=C1)[N+](=O)[O-])C=CN2 (7-cyano-6-ethoxycarbonyl-5-(3-nitrophenyl)-5,8-dihydroimidazo[1,2-a]pyrimidine). Starting materials: CC(C)c1cc2ncnn2nc1Cl, [H-], [Na+], C1CCOC1, O, OCCOCCN1CCN(C(c2ccccc2)c2ccccc2)CC1. Product: CC(C)c1cc2ncnn2nc1OCCOCCN1CCN(C(c2ccccc2)c2ccccc2)CC1. RXN SMILES: [Cl:28][c:29]1[c:30]([CH:38]([CH3:39])[CH3:40])[cH:31][c:32]2[n:33]([n:34]1)[n:35][cH:36][n:37]2.[H-:1].[Na+:2].[O:42]1[CH2:43][CH2:44][CH2:45][CH2:46]1.[OH2:41].[c:3]1([CH:9]([N:10]2[CH2:11][CH2:12][N:13]([CH2:16][CH2:17][O:18][CH2:19][CH2:20][OH:21])[CH2:14][CH2:15]2)[c:22]2[cH:23][cH:24][cH:25][cH:26][cH:27]2)[cH:4][cH:5][cH:6][cH:7][cH:8]1>>[c:3]1([CH:9]([N:10]2[CH2:11][CH2:12][N:13]([CH2:16][CH2:17][O:18][CH2:19][CH2:20][O:21][c:29]3[c:30]([CH:38]([CH3:39])[CH3:40])[cH:31][c:32]4[n:33]([n:34]3)[n:35][cH:36][n:37]4)[CH2:14][CH2:15]2)[c:22]2[cH:23][cH:24][cH:25][cH:26][cH:27]2)[cH:4][cH:5][cH:6][cH:7][cH:8]1. The reactants are C(#N)C1=CC=C(C=C1)NC=1C=NC=NC1 (5-[N-(4-cyanophenyl)amino]pyrimidine), FC1=C(CBr)C=CC(=C1)F (2,4-difluorobenzyl bromide). Yields the product C(#N)C1=CC=C(C=C1)N(CC1=C(C=C(C=C1)F)F)C=1C=NC=NC1 (5-[N-(4-Cyanophenyl)-N-(2,4-difluorobenzyl)amino]-pyrimidine). Reaction SMILES: [C:1]([C:3]1[CH:8]=[CH:7][C:6]([NH:9][C:10]2[CH:11]=[N:12][CH:13]=[N:14][CH:15]=2)=[CH:5][CH:4]=1)#[N:2].[F:16][C:17]1[CH:24]=[C:23]([F:25])[CH:22]=[CH:21][C:18]=1[CH2:19]Br>>[C:1]([C:3]1[CH:8]=[CH:7][C:6]([N:9]([C:10]2[CH:15]=[N:14][CH:13]=[N:12][CH:11]=2)[CH2:19][C:18]2[CH:21]=[CH:22][C:23]([F:25])=[CH:24][C:17]=2[F:16])=[CH:5][CH:4]=1)#[N:2]. Reported procedure: Starting compounds: 5-[N-(4-cyanophenyl)amino]pyrimidine and 2,4-difluorobenzyl bromide Reactants: C(#N)C1=CC=C(C=C1)C1=CC=C(C=C1)S(=O)(=O)NCCCC(=O)OC (4-cyano-4'-[(3-methoxycarbonylpropyl)-aminosulphonyl]biphenyl), CI (methyl iodide). The product is C(#N)C1=CC=C(C=C1)C1=CC=C(C=C1)S(=O)(=O)N(C)CCCC(=O)OC (4-cyano-4'-[[N-(3-methoxycarbonylpropyl)-N-methylamino]sulphonyl]biphenyl). RXN SMILES: [C:1]([C:3]1[CH:8]=[CH:7][C:6]([C:9]2[CH:14]=[CH:13][C:12]([S:15]([NH:18][CH2:19][CH2:20][CH2:21][C:22]([O:24][CH3:25])=[O:23])(=[O:17])=[O:16])=[CH:11][CH:10]=2)=[CH:5][CH:4]=1)#[N:2].[CH3:26]I>>[C:1]([C:3]1[CH:4]=[CH:5][C:6]([C:9]2[CH:14]=[CH:13][C:12]([S:15]([N:18]([CH2:19][CH2:20][CH2:21][C:22]([O:24][CH3:25])=[O:23])[CH3:26])(=[O:17])=[O:16])=[CH:11][CH:10]=2)=[CH:7][CH:8]=1)#[N:2]. Procedure details: (prepared from 4-cyano-4'-[(3-methoxycarbonylpropyl)-aminosulphonyl]biphenyl by methylation with methyl iodide) The reactants are CC(=O)c1ccc(OCCCBr)c(C)c1, CN(C)C=O, CC#N, CCO, Cl, Fc1ccc2c(C3CCNCC3)noc2c1, [K+], [K+], O=C([O-])[O-], O=C(O)C=CC(=O)O. Product: CC(=O)c1ccc(OCCCN2CCC(c3noc4cc(F)ccc34)CC2)c(C)c1. As a reaction SMILES: [Br:24][CH2:25][CH2:26][CH2:27][O:28][c:29]1[c:30]([CH3:38])[cH:31][c:32]([C:35]([CH3:36])=[O:37])[cH:33][cH:34]1.[CH3:47][N:48]([CH3:49])[CH:50]=[O:51].[CH3:52][C:53]#[N:54].[CH3:55][CH2:56][OH:57].[ClH:1].[F:2][c:3]1[cH:4][c:5]2[c:6]([c:7]([CH:10]3[CH2:11][CH2:12][NH:13][CH2:14][CH2:15]3)[n:8][o:9]2)[cH:16][cH:17]1.[K+:18].[K+:19].[O-:20][C:21]([O-:22])=[O:23].[OH:39][C:40]([CH:41]=[CH:42][C:43](=[O:44])[OH:45])=[O:46]>>[F:2][c:3]1[cH:4][c:5]2[c:6]([c:7]([CH:10]3[CH2:11][CH2:12][N:13]([CH2:25][CH2:26][CH2:27][O:28][c:29]4[c:30]([CH3:38])[cH:31][c:32]([C:35]([CH3:36])=[O:37])[cH:33][cH:34]4)[CH2:14][CH2:15]3)[n:8][o:9]2)[cH:16][cH:17]1.